Dataset: the Open Reaction Database (ORD), a public repository of structured organic reaction records. Task: describe an organic reaction: reactants, conditions, products, and yield Starting materials: ClCC1=CC(=C(OCC=2N=C(OC2C)C=2C=C(C#N)C=CC2)C=C1)OC (3-[4-{(4-chloromethyl-2-methoxyphenoxy)methyl}-5-methyl-1,3-oxazol-2-yl]benzonitrile), OC1=NN(C=C1C=O)C1=CC=CC=C1 (3-hydroxy-1-phenyl-1H-pyrazole-4-carbaldehyde), C([O-])([O-])=O.[K+].[K+] (potassium carbonate), CN(C=O)C (N,N-dimethylformamide). Run in O (Water). Reaction conditions: temperature 80 celsius, time 2 hour. The product is C(=O)C=1C(=NN(C1)C1=CC=CC=C1)OCC1=CC(=C(OCC=2N=C(OC2C)C=2C=C(C#N)C=CC2)C=C1)OC (3-{4-[(4-{[(4-formyl-1-phenyl-1H-pyrazol-3-yl)oxy]methyl)-2-methoxyphenoxy}methyl]-5-methyl-1,3-oxazol-2-yl}benzonitrile). Yield: 95.8%. Reaction SMILES: Cl[CH2:2][C:3]1[CH:24]=[CH:23][C:6]([O:7][CH2:8][C:9]2[N:10]=[C:11]([C:15]3[CH:16]=[C:17]([CH:20]=[CH:21][CH:22]=3)[C:18]#[N:19])[O:12][C:13]=2[CH3:14])=[C:5]([O:25][CH3:26])[CH:4]=1.[OH:27][C:28]1[C:32]([CH:33]=[O:34])=[CH:31][N:30]([C:35]2[CH:40]=[CH:39][CH:38]=[CH:37][CH:36]=2)[N:29]=1.C(=O)([O-])[O-].[K+].[K+].CN(C)C=O>O>[CH:33]([C:32]1[C:28]([O:27][CH2:2][C:3]2[CH:24]=[CH:23][C:6]([O:7][CH2:8][C:9]3[N:10]=[C:11]([C:15]4[CH:16]=[C:17]([CH:20]=[CH:21][CH:22]=4)[C:18]#[N:19])[O:12][C:13]=3[CH3:14])=[C:5]([O:25][CH3:26])[CH:4]=2)=[N:29][N:30]([C:35]2[CH:40]=[CH:39][CH:38]=[CH:37][CH:36]=2)[CH:31]=1)=[O:34] |f:2.3.4|. Procedure details: A mixture of 3-[4-{(4-chloromethyl-2-methoxyphenoxy)methyl}-5-methyl-1,3-oxazol-2-yl]benzonitrile (4.32 g), 3-hydroxy-1-phenyl-1H-pyrazole-4-carbaldehyde (2.0 g), anhydrous potassium carbonate (1.47 g) and N,N-dimethylformamide (100 mL) was stirred at 80° C. for 2 hrs. Water was poured into the reaction mixture, and the mixture was extracted with ethyl acetate-tetrahydrofuran. The organic layer was washed with saturated brine, dried over anhydrous magnesium sulfate and concentrated to give 3-{4-...